This data is from the Open Reaction Database (ORD), a public repository of structured organic reaction records. The task is: describe an organic reaction: reactants, conditions, products, and yield Starting materials: Cc1ccc(C)c(N2CCN(C(=O)C3CNC(=O)N3c3ccccc3)CC2)c1, O=S(=O)(Cl)c1cccc(Cl)c1F, [H-], [Na+]. Product: Cc1ccc(C)c(N2CCN(C(=O)C3CN(S(=O)(=O)c4cccc(Cl)c4F)C(=O)N3c3ccccc3)CC2)c1. As a reaction SMILES: [CH3:1][c:2]1[c:3]([N:9]2[CH2:10][CH2:11][N:12]([C:15](=[O:16])[CH:17]3[CH2:18][NH:19][C:20](=[O:28])[N:21]3[c:22]3[cH:23][cH:24][cH:25][cH:26][cH:27]3)[CH2:13][CH2:14]2)[cH:4][c:5]([CH3:8])[cH:6][cH:7]1.[Cl:31][c:32]1[c:33]([F:42])[c:34]([S:38](=[O:39])(=[O:40])[Cl:41])[cH:35][cH:36][cH:37]1.[H-:29].[Na+:30]>>[CH3:1][c:2]1[c:3]([N:9]2[CH2:10][CH2:11][N:12]([C:15](=[O:16])[CH:17]3[CH2:18][N:19]([S:38]([c:34]4[c:33]([F:42])[c:32]([Cl:31])[cH:37][cH:36][cH:35]4)(=[O:39])=[O:40])[C:20](=[O:28])[N:21]3[c:22]3[cH:23][cH:24][cH:25][cH:26][cH:27]3)[CH2:13][CH2:14]2)[cH:4][c:5]([CH3:8])[cH:6][cH:7]1. Reported procedure: 4-[2-(4-Bis(2-bromo-p-tolyl)methyl)piperidino)propyl]-3,5-dioxomorpholine.methanesulfonate by (a) reacting diglycolic anhydride and 3-aminopropanol to produce [2-(3-hydroxypropyl)amino-2-oxoethoxy]acetic acid, (b) heating to cyclize the latter to obtain 4-(3-hydroxypropyl)-3,5-dioxomorpholine, (c) esterifying the latter with methanesulfonyl chloride to produce 3-(3,5-dioxomorpholino)propyl methanesulfonate and (d) reacting the mesylate with 4-[bis(2-bromo-p-tolyl)methyl]piperidine. The product is OCCCNC(COCC(=O)O)=O ([2-(3-hydroxypropyl)amino-2-oxoethoxy]acetic acid), ( b ). Reactants: ( a ), C1(COCC(=O)O1)=O (diglycolic anhydride), O=C1NC(COC1)=O (3,5-dioxomorpholine), CS(=O)(=O)[O-] (methanesulfonate), NCCCO (3-aminopropanol). RXN SMILES: O=C1COCC(=O)N1.CS([O-])(=O)=O.[C:14]1(=[O:21])[O:20][C:18](=[O:19])[CH2:17][O:16][CH2:15]1.[NH2:22][CH2:23][CH2:24][CH2:25][OH:26]>>[OH:26][CH2:25][CH2:24][CH2:23][NH:22][C:18](=[O:19])[CH2:17][O:16][CH2:15][C:14]([OH:20])=[O:21]. Starting materials: CCOC(=O)C(OC(C)=O)P(=O)(OCC)OCC, C1CCOC1, CN(C)C(=N)N(C)C, C[Si](C)(C)CCOCN(COCC[Si](C)(C)C)c1cc(C2CCC(=O)CC2)nc2ccnn12, [Cl-], ClCCl, [Li+]. Product: CCOC(=O)C(OC(C)=O)=C1CCC(c2cc(N(COCC[Si](C)(C)C)COCC[Si](C)(C)C)n3nccc3n2)CC1. As a reaction SMILES: [C:1]([CH3:2])(=[O:3])[O:4][CH:5]([C:6](=[O:7])[O:8][CH2:9][CH3:10])[P:11]([O:12][CH2:13][CH3:14])([O:15][CH2:16][CH3:17])=[O:18].[CH2:62]1[O:63][CH2:64][CH2:65][CH2:66]1.[CH3:21][N:22]([CH3:23])[C:24]([N:25]([CH3:26])[CH3:27])=[NH:28].[CH3:29][Si:30]([CH2:31][CH2:32][O:33][CH2:34][N:35]([c:36]1[cH:37][c:38]([CH:45]2[CH2:46][CH2:47][C:48](=[O:51])[CH2:49][CH2:50]2)[n:39][c:40]2[n:41]1[n:42][cH:43][cH:44]2)[CH2:52][O:53][CH2:54][CH2:55][Si:56]([CH3:57])([CH3:58])[CH3:59])([CH3:60])[CH3:61].[Cl-:19].[Cl:67][CH2:68][Cl:69].[Li+:20]>>[C:1]([CH3:2])(=[O:3])[O:4][C:5]([C:6](=[O:7])[O:8][CH2:9][CH3:10])=[C:48]1[CH2:47][CH2:46][CH:45]([c:38]2[cH:37][c:36]([N:35]([CH2:34][O:33][CH2:32][CH2:31][Si:30]([CH3:29])([CH3:60])[CH3:61])[CH2:52][O:53][CH2:54][CH2:55][Si:56]([CH3:57])([CH3:58])[CH3:59])[n:41]3[c:40]([n:39]2)[cH:44][cH:43][n:42]3)[CH2:50][CH2:49]1. Starting materials: [BH4-], CO, Cc1cnc(Cl)c(C=O)c1, [Na+]. Yields the product Cc1cnc(Cl)c(CO)c1. RXN SMILES: [BH4-:1].[CH3:13][OH:14].[Cl:3][c:4]1[n:5][cH:6][c:7]([CH3:12])[cH:8][c:9]1[CH:10]=[O:11].[Na+:2]>>[Cl:3][c:4]1[n:5][cH:6][c:7]([CH3:12])[cH:8][c:9]1[CH2:10][OH:11]. Starting materials: FC(C(=O)O)(F)F (trifluoroacetic acid), CC1=CC2=C(N=C(CO2)C2=CC=CC=C2)C=C1 (7-methyl-3-phenyl-2H-1,4-benzoxazine), N(=O)OCCCC (n-butyl nitrite). Run in C(C)OCC (ethyl ether). Reaction conditions: temperature 5 celsius, time 1 hour. The product is CC1=CC2=C(N(C(CO2)C2=CC=CC=C2)N=O)C=C1 (7-methyl-4-nitroso-3-phenyl-3,4-dihydro-2H-1,4-benzoxazine). The yield is 91.4%. Reaction SMILES: [CH3:1][C:2]1[CH:17]=[CH:16][C:5]2[N:6]=[C:7]([C:10]3[CH:15]=[CH:14][CH:13]=[CH:12][CH:11]=3)[CH2:8][O:9][C:4]=2[CH:3]=1.FC(F)(F)C(O)=O.[N:25](OCCCC)=[O:26]>C(OCC)C>[CH3:1][C:2]1[CH:17]=[CH:16][C:5]2[N:6]([N:25]=[O:26])[CH:7]([C:10]3[CH:15]=[CH:14][CH:13]=[CH:12][CH:11]=3)[CH2:8][O:9][C:4]=2[CH:3]=1. Procedure details: To a mixture of 7-methyl-3-phenyl-2H-1,4-benzoxazine (22.5 g, 99.87 mmol) in ethyl ether (300 mL) is added trifluoroacetic acid (7.7 mL, 99.87 mmol). The resulting solution is chilled to 5° C. in an ice bath and n-butyl nitrite (12.26 mL, 99.87 mmol) is added dropwise. The mixture is stirred for 1 h; solids formed during the reaction. The solids are collected by filtration and washed with ether. The filtrates are partitioned between ether and water and the organic layers are washed three times w... Reactants: ( c ), ( d ), C(C)OC(=O)C=1C(=C2C(=CN1)N(C(=C2Br)Br)CC2=CC=C(C=C2)F)O (2,3-dibromo-1-(4-fluoro-benzyl)-4-hydroxy-1H-pyrrolo[2,3-c]pyridine-5-carboxylic acid ethyl ester), C(C)OC(=O)C1=C(NC=C1)C (2-methyl-1H-pyrrole-3-carboxylic acid ethyl ester), COC1=CC=C(CBr)C=C1 (4-methoxybenzyl bromide). The product is C(C)OC(=O)C=1C(=C2C(=CN1)N(C(=C2Br)Br)CC2=CC=C(C=C2)OC)O (2,3-Dibromo-4-hydroxy-1-(4-methoxy-benzyl)-1H-pyrrolo[2,3-c]pyridine-5-carboxylic acid ethyl ester). RXN SMILES: [CH2:1]([O:3][C:4]([C:6]1[C:7]([OH:25])=[C:8]2[C:14]([Br:15])=[C:13]([Br:16])[N:12]([CH2:17][C:18]3[CH:23]=[CH:22][C:21](F)=[CH:20][CH:19]=3)[C:9]2=[CH:10][N:11]=1)=[O:5])[CH3:2].[CH2:26]([O:28]C(C1C=CNC=1C)=O)C.COC1C=CC(CBr)=CC=1>>[CH2:1]([O:3][C:4]([C:6]1[C:7]([OH:25])=[C:8]2[C:14]([Br:15])=[C:13]([Br:16])[N:12]([CH2:17][C:18]3[CH:23]=[CH:22][C:21]([O:28][CH3:26])=[CH:20][CH:19]=3)[C:9]2=[CH:10][N:11]=1)=[O:5])[CH3:2]. Procedure details: Prepared similarly according to a reaction sequence in Example 117 steps (a), (b), (c) and (d) for the synthesis of 2,3-dibromo-1-(4-fluoro-benzyl)-4-hydroxy-1H-pyrrolo[2,3-c]pyridine-5-carboxylic acid ethyl ester starting from 2-methyl-1H-pyrrole-3-carboxylic acid ethyl ester, 4-methoxybenzyl bromide. The title compound, ESI MS (m/z): 483 (M+H)+. Reactants: BrCC(O)C1=CC=C(C=C1)N1C=NC=C1 (α-(bromomethyl)-4-(1H-imidazol-1-yl)benzenemethanol), CC1CCNCC1 (4-methylpiperidine), O1CCCC1 (tetrahydrofuran), resultant mixture. Yields the product N1(C=NC=C1)C1=CC=C(C=C1)C1N(CCC(C1)C)CCO (4-(1H-Imidazol-1-yl)phenyl-4-methyl-1-piperidine ethanol). RXN SMILES: Br[CH2:2][CH:3]([C:5]1[CH:10]=[CH:9][C:8]([N:11]2[CH:15]=[CH:14][N:13]=[CH:12]2)=[CH:7][CH:6]=1)O.[CH3:16][CH:17]1[CH2:22][CH2:21][NH:20][CH2:19][CH2:18]1.[O:23]1CCCC1>>[N:11]1([C:8]2[CH:9]=[CH:10][C:5]([CH:3]3[CH2:2][CH:17]([CH3:16])[CH2:18][CH2:19][N:20]3[CH2:21][CH2:22][OH:23])=[CH:6][CH:7]=2)[CH:15]=[CH:14][N:13]=[CH:12]1. Procedure details: Add α-(bromomethyl)-4-(1H-imidazol-1-yl)benzenemethanol (8.88 g, 33.24 mmol) to a room temperature solution of 4-methylpiperidine (11.8 mL, 99.73 mmol) in tetrahydrofuran (90mL). Stir the resultant mixture for 2.5 days and concentrate in vacuo. Chromatograph the residue on alumina (neutral, activity III, 100 g) using first methylene chloride than 2% methanol in methylene chloride as eluent. Collect the product fraction and concentrate in vacuo to give a solid. Recrystallize the solid from petrol...